This data is from the Open Reaction Database (ORD), a public repository of structured organic reaction records. The task is: describe an organic reaction: reactants, conditions, products, and yield Starting materials: C(C1=CC=CC=C1)(C1=CC=CC=C1)(C1=CC=CC=C1)NC=1SC=C(N1)/C(/C(=O)NC1[C@@H]2N(C(=C(CS2)\C=C/CCl)C(=O)[O-])C1=O)=N/OC(C)(C)C(=O)OC(C)(C)C (7-[(Z)-2-(2-tritylaminothiazol-4-yl)-2-(1-tert-butoxycarbonyl-1-methylethoxyimino)acetamido]-3-[(Z)-3-chloro-1-propen-1-yl]-3-cephem-4-carboxylate), [I-].[Na+] (sodium iodide). Run in C(C)(=O)OCC (ethyl acetate), S(=S)(=O)([O-])[O-].[Na+].[Na+] (sodium thiosulfate), CC(=O)C (acetone), CC(=O)C (acetone). Run at time 1.5 hour. Product: C(C1=CC=CC=C1)(C1=CC=CC=C1)(C1=CC=CC=C1)NC=1SC=C(N1)/C(/C(=O)NC1[C@@H]2N(C(=C(CS2)\C=C\CI)C(=O)OC(C2=CC=CC=C2)C2=CC=CC=C2)C1=O)=N/OC(C)(C)C(=O)OC(C)(C)C (diphenylmethyl 7-[(Z)-2-(2-tritylaminothiazol-4-yl)-2-(1-tert-butoxycarbonyl-1-methylethoxyimino)acetamido]-3-[(E)-3-iodo-1-propen-1-yl]-3-cephem-4-carboxylate). Isolated yield 204.9%. RXN SMILES: [C:1]([NH:20][C:21]1[S:22][CH:23]=[C:24](/[C:26](=[N:46]/[O:47][C:48]([C:51]([O:53][C:54]([CH3:57])([CH3:56])[CH3:55])=[O:52])([CH3:50])[CH3:49])/[C:27]([NH:29][CH:30]2[C:44](=[O:45])[N:32]3[C:33]([C:41]([O-:43])=[O:42])=[C:34](/[CH:37]=[CH:38]\[CH2:39]Cl)[CH2:35][S:36][C@H:31]23)=[O:28])[N:25]=1)([C:14]1[CH:19]=[CH:18][CH:17]=[CH:16][CH:15]=1)([C:8]1[CH:13]=[CH:12][CH:11]=[CH:10][CH:9]=1)[C:2]1[CH:7]=[CH:6][CH:5]=[CH:4][CH:3]=1.[I-:58].[Na+]>CC(C)=O.C(OCC)(=O)C.S([O-])([O-])(=O)=S.[Na+].[Na+]>[C:1]([NH:20][C:21]1[S:22][CH:23]=[C:24](/[C:26](=[N:46]/[O:47][C:48]([C:51]([O:53][C:54]([CH3:57])([CH3:56])[CH3:55])=[O:52])([CH3:50])[CH3:49])/[C:27]([NH:29][CH:30]2[C:44](=[O:45])[N:32]3[C:33]([C:41]([O:43][CH:1]([C:2]4[CH:7]=[CH:6][CH:5]=[CH:4][CH:3]=4)[C:8]4[CH:13]=[CH:12][CH:11]=[CH:10][CH:9]=4)=[O:42])=[C:34](/[CH:37]=[CH:38]/[CH2:39][I:58])[CH2:35][S:36][C@H:31]23)=[O:28])[N:25]=1)([C:14]1[CH:19]=[CH:18][CH:17]=[CH:16][CH:15]=1)([C:8]1[CH:13]=[CH:12][CH:11]=[CH:10][CH:9]=1)[C:2]1[CH:7]=[CH:6][CH:5]=[CH:4][CH:3]=1 |f:1.2,5.6.7|. Reported procedure: To a solution of 7-[(Z)-2-(2-tritylaminothiazol-4-yl)-2-(1-tert-butoxycarbonyl-1-methylethoxyimino)acetamido]-3-[(Z)-3-chloro-1-propen-1-yl]-3-cephem-4-carboxylate (IXa) (1.23 g, 1.24 mmole) in acetone (5 ml) was added a solution of sodium iodide (560 mg, 3.72 mmol) in acetone (7 ml). The mixture was stirred at room temperature for 1.5 hour, and diluted with ethyl acetate (150 ml) and aqueous sodium thiosulfate solution. The organic layer was separated, dried over magnesium sulfate, and concentr...